This data is from the Open Reaction Database (ORD), a public repository of structured organic reaction records. The task is: describe an organic reaction: reactants, conditions, products, and yield Starting materials: O=C1SC(=C(N1)C(F)(F)F)C(=O)OCC (ethyl 2,3-dihydro-2-oxo-4-trifluoromethyl-5-thiazolcarboxylate), [K] (potassium), C(C=C)Br (allyl bromide). The reagents and catalysts are [Br-].C(CCC)[N+](CCCC)(CCCC)CCCC (tetrabutylammonium bromide). Solvent: C1(=CC=CC=C1)C (toluene). Conditions: time 2 hour. Yields the product O=C1SC(=C(N1CC=C)C(F)(F)F)C(=O)OCC (Ethyl 2,3-dihydro-2-oxo-3-(2-propenyl)-4-trifluoromethyl-thiazol-5-carboxylate). As a reaction SMILES: [O:1]=[C:2]1[NH:6][C:5]([C:7]([F:10])([F:9])[F:8])=[C:4]([C:11]([O:13][CH2:14][CH3:15])=[O:12])[S:3]1.[K].[CH2:17](Br)[CH:18]=[CH2:19]>[Br-].C([N+](CCCC)(CCCC)CCCC)CCC.C1(C)C=CC=CC=1>[O:1]=[C:2]1[N:6]([CH2:19][CH:18]=[CH2:17])[C:5]([C:7]([F:8])([F:9])[F:10])=[C:4]([C:11]([O:13][CH2:14][CH3:15])=[O:12])[S:3]1 |f:3.4,^1:15|. Procedure details: 10 g of ethyl 2,3-dihydro-2-oxo-4-trifluoromethyl-5-thiazolcarboxylate (CA Vol. 92 110 998P), 200 ml of toluene, 2.6 g of potassium in pastilles, 6 ml of allyl bromide and 2.8 g of tetrabutylammonium bromide were heated at 90° C. for 3 hours and the mixture was allowed to return to ambient temperature followed by stirring for 2 hours. The mixture was washed with a N sodium hydroxide solution, with a N hydrochloric acid solution, with water and with a saturated sodium chloride solution. Drying, f... Reactants: CCO, N#Cc1cccc(C2=Nc3ccc(-c4ccc(F)cc4)cc3NC(=O)C2)c1, NO, O. Product: N=C(NO)c1cccc(C2=Nc3ccc(-c4ccc(F)cc4)cc3NC(=O)C2)c1. RXN SMILES: [CH3:30][CH2:31][OH:32].[F:1][c:2]1[cH:3][cH:4][c:5](-[c:8]2[cH:9][c:10]3[c:11]([cH:26][cH:27]2)[N:12]=[C:13]([c:18]2[cH:19][c:20]([C:21]#[N:22])[cH:23][cH:24][cH:25]2)[CH2:14][C:15](=[O:17])[NH:16]3)[cH:6][cH:7]1.[NH2:28][OH:29].[OH2:33]>>[F:1][c:2]1[cH:3][cH:4][c:5](-[c:8]2[cH:9][c:10]3[c:11]([cH:26][cH:27]2)[N:12]=[C:13]([c:18]2[cH:19][c:20]([C:21](=[NH:22])[NH:28][OH:29])[cH:23][cH:24][cH:25]2)[CH2:14][C:15](=[O:17])[NH:16]3)[cH:6][cH:7]1.